This data is from the Open Reaction Database (ORD), a public repository of structured organic reaction records. The task is: describe an organic reaction: reactants, conditions, products, and yield The reactants are N[C@@H](CC1=CNC=N1)C(=O)OC.Cl.Cl (H-His-OMe.2HCl), C(C)N1CCOCC1 (N-ethylmorpholine), N,N1 -dicyclohexylcarbodiimide, N1([C@H](C(=O)O)CCC1)C(=O)OCC1=CC=CC=C1 (Z-Pro-OH), ON1N=NC2=C1C=CC=C2 (1-hydroxybenzotriazole). Solvent: CN(C=O)C (DMF), CN(C=O)C (dimethylformamide), CN(C=O)C (DMF). Run at time 2 hour. The product is C(C1=CC=CC=C1)OC(=O)N1[C@H](C(=O)N[C@@H](CC2=CNC=N2)C(=O)OC)CCC1 (Benzyloxycarbonyl-prolyl-histidine, Methyl Ester). The yield is 67.4%. Reaction SMILES: [N:1]1([C:9]([O:11][CH2:12][C:13]2[CH:18]=[CH:17][CH:16]=[CH:15][CH:14]=2)=[O:10])[CH2:8][CH2:7][CH2:6][C@H:2]1[C:3]([OH:5])=O.ON1C2C=CC=CC=2N=N1.[NH2:29][C@H:30]([C:37]([O:39][CH3:40])=[O:38])[CH2:31][C:32]1[N:36]=[CH:35][NH:34][CH:33]=1.Cl.Cl.C(N1CCOCC1)C>CN(C)C=O>[CH2:12]([O:11][C:9]([N:1]1[CH2:8][CH2:7][CH2:6][C@H:2]1[C:3]([NH:29][C@H:30]([C:37]([O:39][CH3:40])=[O:38])[CH2:31][C:32]1[N:36]=[CH:35][NH:34][CH:33]=1)=[O:5])=[O:10])[C:13]1[CH:18]=[CH:17][CH:16]=[CH:15][CH:14]=1 |f:2.3.4|. Procedure details: A solution of N,N1 -dicyclohexylcarbodiimide (DCC, 13.6 g, 66 mmol) in distilled dimethylformamide (DMF, 15 ml) is added dropwise to a cold solution (0° to 5° C.) of Z-Pro-OH (15 g, 60 mmol) and 1-hydroxybenzotriazole (HOBt, 12.16 g, 120 mmol), in distilled DMF (40 ml). The mixture is stirred at 0°-5° C. for 2 hr. Thereafter, a solution of H-His-OMe.2HCl (14.56 g, 60 mmol) and N-ethylmorpholine (15.2 g, 16.89 ml, 132 mmol) in distilled DMF is added to the cold reaction mixture. The pH of the rea...